Dataset: the Open Reaction Database (ORD), a public repository of structured organic reaction records. Task: describe an organic reaction: reactants, conditions, products, and yield The reactants are CO, [H][H], COC(OC)C1(C)Oc2ccc([N+](=O)[O-])cc2C(n2c(=S)oc3ccccc32)C1O. Yields the product COC(OC)C1(C)Oc2ccc(N)cc2C(n2c(=S)oc3ccccc32)C1O. As a reaction SMILES: [CH3:33][OH:34].[H:31][H:32].[N+:1]([O-:2])(=[O:3])[c:4]1[cH:5][cH:6][c:7]2[c:8]([cH:30]1)[CH:9]([n:20]1[c:21](=[S:29])[o:22][c:23]3[c:24]1[cH:25][cH:26][cH:27][cH:28]3)[CH:10]([OH:19])[C:11]([CH3:13])([CH:14]([O:15][CH3:16])[O:17][CH3:18])[O:12]2>>[NH2:1][c:4]1[cH:5][cH:6][c:7]2[c:8]([cH:30]1)[CH:9]([n:20]1[c:21](=[S:29])[o:22][c:23]3[c:24]1[cH:25][cH:26][cH:27][cH:28]3)[CH:10]([OH:19])[C:11]([CH3:13])([CH:14]([O:15][CH3:16])[O:17][CH3:18])[O:12]2. Reactants: COC(=O)c1ncn(C(c2ccccc2)(c2ccccc2)c2ccccc2)n1, CO, Cl, [Na+], [OH-], O. Yields the product O=C(O)c1ncn(C(c2ccccc2)(c2ccccc2)c2ccccc2)n1. Reaction SMILES: [CH3:1][O:2][C:3](=[O:4])[c:5]1[n:6][n:7]([C:10]([c:11]2[cH:12][cH:13][cH:14][cH:15][cH:16]2)([c:17]2[cH:18][cH:19][cH:20][cH:21][cH:22]2)[c:23]2[cH:24][cH:25][cH:26][cH:27][cH:28]2)[cH:8][n:9]1.[CH3:33][OH:34].[ClH:32].[Na+:30].[OH-:29].[OH2:31]>>[O:2]=[C:3]([OH:4])[c:5]1[n:6][n:7]([C:10]([c:11]2[cH:12][cH:13][cH:14][cH:15][cH:16]2)([c:17]2[cH:18][cH:19][cH:20][cH:21][cH:22]2)[c:23]2[cH:24][cH:25][cH:26][cH:27][cH:28]2)[cH:8][n:9]1. The reactants are COC(=O)Cl, Cl, [H-], [Na+], C1CCOC1, O, COCCOC1c2ccn3c(C)c(C)nc3c2NC(c2ccccc2)C1O. Yields the product COCCOC1c2ccn3c(C)c(C)nc3c2NC(c2ccccc2)C1OC(=O)OC. As a reaction SMILES: [CH3:30][O:31][C:32](=[O:33])[Cl:34].[ClH:35].[H-:28].[Na+:29].[O:36]1[CH2:37][CH2:38][CH2:39][CH2:40]1.[OH2:41].[OH:1][CH:2]1[CH:3]([c:22]2[cH:23][cH:24][cH:25][cH:26][cH:27]2)[NH:4][c:5]2[c:6]3[n:7]([cH:8][cH:9][c:10]2[CH:11]1[O:12][CH2:13][CH2:14][O:15][CH3:16])[c:17]([CH3:21])[c:18]([CH3:20])[n:19]3>>[O:1]([CH:2]1[CH:3]([c:22]2[cH:23][cH:24][cH:25][cH:26][cH:27]2)[NH:4][c:5]2[c:6]3[n:7]([cH:8][cH:9][c:10]2[CH:11]1[O:12][CH2:13][CH2:14][O:15][CH3:16])[c:17]([CH3:21])[c:18]([CH3:20])[n:19]3)[C:32]([O:31][CH3:30])=[O:33]. Reactants: CCS(=O)CC(=O)Nc1ccc(C(=O)N2CCN(CCc3ccc(Cl)cc3)CC2)cc1, CN(C)C=O, C1CCOC1, O=C(OO)c1cccc(Cl)c1. Product: CCS(=O)(=O)CC(=O)Nc1ccc(C(=O)N2CCN(CCc3ccc(Cl)cc3)CC2)cc1. RXN SMILES: [CH2:1]([CH3:2])[S:3](=[O:4])[CH2:5][C:6](=[O:7])[NH:8][c:9]1[cH:10][cH:11][c:12]([C:13](=[O:14])[N:15]2[CH2:16][CH2:17][N:18]([CH2:21][CH2:22][c:23]3[cH:24][cH:25][c:26]([Cl:29])[cH:27][cH:28]3)[CH2:19][CH2:20]2)[cH:30][cH:31]1.[CH3:43][N:44]([CH3:45])[CH:46]=[O:47].[O:48]1[CH2:49][CH2:50][CH2:51][CH2:52]1.[OH:32][O:33][C:34]([c:35]1[cH:36][c:37]([Cl:38])[cH:39][cH:40][cH:41]1)=[O:42]>>[CH2:1]([CH3:2])[S:3](=[O:4])([CH2:5][C:6](=[O:7])[NH:8][c:9]1[cH:10][cH:11][c:12]([C:13](=[O:14])[N:15]2[CH2:16][CH2:17][N:18]([CH2:21][CH2:22][c:23]3[cH:24][cH:25][c:26]([Cl:29])[cH:27][cH:28]3)[CH2:19][CH2:20]2)[cH:30][cH:31]1)=[O:32]. The reactants are P(=O)(Cl)(Cl)Cl (phosphorous oxychloride), C(C)OC(N(N1C=CC=C1)C1=CC=NC=C1)=O (N-(4-pyridinyl)-N-(1H-pyrrol-1-yl)carbamic acid ethyl ester), C([O-])([O-])=O.[Na+].[Na+] (sodium carbonate), O.O.O.C(C)(=O)[O-].[Na+] (sodium acetate trihydrate). Solvent: ClC(C)Cl (dichloroethane), CN(C=O)C (dimethylformamide), O (water). Reaction conditions: time 8 hour. Yields the product C(\C=C/C(=O)O)(=O)O.C(C)OC(N(C1=CC=NC=C1)N1C(=CC=C1)C=O)=O (N-(2-Formyl-1H-pyrrol-1-yl)-N-(4-pyridinyl)-carbamic acid ethyl ester maleate). Reaction SMILES: P(Cl)(Cl)(Cl)=O.[CH2:6]([O:8][C:9](=[O:22])[N:10]([C:16]1[CH:21]=[CH:20][N:19]=[CH:18][CH:17]=1)[N:11]1[CH:15]=[CH:14][CH:13]=[CH:12]1)[CH3:7].O.O.O.[C:26]([O-:29])(=[O:28])[CH3:27].[Na+].[C:31](=O)([O-])[O-:32].[Na+].[Na+]>ClC(Cl)C.O.CN(C)C=O>[C:9]([OH:8])(=[O:22])/[CH:31]=[CH:27]\[C:26]([OH:29])=[O:28].[CH2:6]([O:8][C:9](=[O:22])[N:10]([N:11]1[CH:15]=[CH:14][CH:13]=[C:12]1[CH:31]=[O:32])[C:16]1[CH:17]=[CH:18][N:19]=[CH:20][CH:21]=1)[CH3:7] |f:2.3.4.5.6,7.8.9,13.14|. Reported procedure: To cold dimethylformamide (9 g) was slowly added phosphorous oxychloride (18 g). After the reagent complex was formed, a solution of N-(4-pyridinyl)-N-(1H-pyrrol-1-yl)carbamic acid ethyl ester (11 g) in 100 ml of dichloroethane was added. After stirring eight hours at 90°, the reaction mixture was cooled, hydrolyzed with a solution of sodium acetate trihydrate (20 g) in 100 ml of water, basified with sodium carbonate and extracted with dichloromethane. The organic extract was washed with water a...